This data is from the Open Reaction Database (ORD), a public repository of structured organic reaction records. The task is: describe an organic reaction: reactants, conditions, products, and yield Reactants: ice, ClC1=CC=C(OC2=C(C=CC=C2)NC(=O)C2CCNCC2)C=C1 (piperidine-4-carboxylic acid [2-(4-chlorophenoxy)phenyl]amide), N1=CC=CC=C1 (pyridine), C(C1=CC=CC=C1)(=O)Cl (benzoyl chloride). Run in C(Cl)Cl (DCM). Product: ClC1=CC=C(OC2=C(C=CC=C2)NC(=O)C2CCN(CC2)C(C2=CC=CC=C2)=O)C=C1 (1-benzoylpiperidine-4-carboxylic acid [2-(4-chlorophenoxy)phenyl]amide). Yield: 83.6%. RXN SMILES: [Cl:1][C:2]1[CH:23]=[CH:22][C:5]([O:6][C:7]2[CH:12]=[CH:11][CH:10]=[CH:9][C:8]=2[NH:13][C:14]([CH:16]2[CH2:21][CH2:20][NH:19][CH2:18][CH2:17]2)=[O:15])=[CH:4][CH:3]=1.N1C=CC=CC=1.[C:30](Cl)(=[O:37])[C:31]1[CH:36]=[CH:35][CH:34]=[CH:33][CH:32]=1>C(Cl)Cl>[Cl:1][C:2]1[CH:23]=[CH:22][C:5]([O:6][C:7]2[CH:12]=[CH:11][CH:10]=[CH:9][C:8]=2[NH:13][C:14]([CH:16]2[CH2:17][CH2:18][N:19]([C:30](=[O:37])[C:31]3[CH:36]=[CH:35][CH:34]=[CH:33][CH:32]=3)[CH2:20][CH2:21]2)=[O:15])=[CH:4][CH:3]=1. Reported procedure: To an ice cooled solution of piperidine-4-carboxylic acid [2-(4-chlorophenoxy)phenyl]amide (AMR01033, 73 mg, 0.22 mmol) in dry DCM (6 mL) were added pyridine (0.036 mL, 0.44 mmol) and benzoyl chloride (0.038 mL, 0.33 mmol). The reaction mixture was stirred at room temperature until TLC showed consumption of starting material (1 h), and quenched with saturated NaHCO3. The resulting solution was extracted with DCM (3×20 mL), and the combined organic layers were washed with water, 1M HCl (3×20 mL) ... Starting materials: F[B-](F)(F)F, CN(C)CC(=O)O, CN1CCOCC1, CN1CCCC1=O, CN(C)C(=[O+]n1nnc2ccccc21)N(C)C, Nc1ncc(-c2cnn(C3CCNCC3)c2)cc1-c1nc2ncccc2o1. Product: CN(C)CC(=O)N1CCC(n2cc(-c3cnc(N)c(-c4nc5ncccc5o4)c3)cn2)CC1. As a reaction SMILES: [B-:1]([F:2])([F:3])([F:4])[F:5].[CH3:50][N:51]([CH2:52][C:53](=[O:54])[OH:55])[CH3:56].[CH3:57][N:58]1[CH2:59][CH2:60][O:61][CH2:62][CH2:63]1.[CH3:64][N:65]1[CH2:66][CH2:67][CH2:68][C:69]1=[O:70].[n:6]1([O+:7]=[C:8]([N:9]([CH3:10])[CH3:11])[N:12]([CH3:13])[CH3:14])[c:15]2[cH:16][cH:17][cH:18][cH:19][c:20]2[n:21][n:22]1.[o:23]1[c:24](-[c:32]2[c:33]([NH2:49])[n:34][cH:35][c:36](-[c:38]3[cH:39][n:40][n:41]([CH:43]4[CH2:44][CH2:45][NH:46][CH2:47][CH2:48]4)[cH:42]3)[cH:37]2)[n:25][c:26]2[n:27][cH:28][cH:29][cH:30][c:31]12>>[o:23]1[c:24](-[c:32]2[c:33]([NH2:49])[n:34][cH:35][c:36](-[c:38]3[cH:39][n:40][n:41]([CH:43]4[CH2:44][CH2:45][N:46]([C:53]([CH2:52][N:51]([CH3:50])[CH3:56])=[O:54])[CH2:47][CH2:48]4)[cH:42]3)[cH:37]2)[n:25][c:26]2[n:27][cH:28][cH:29][cH:30][c:31]12. RXN SMILES: [C:1]([CH:3]1[CH2:6][N:5]([C:7]([O:9][C:10]([CH3:13])([CH3:12])[CH3:11])=[O:8])[CH2:4]1)#[N:2].Cl[C:15]1[C:20]([F:21])=[CH:19][CH:18]=[CH:17][N:16]=1.C[Si]([N-][Si](C)(C)C)(C)C.[K+]>C1(C)C=CC=CC=1.[Cl-].[Na+].O>[C:1]([C:3]1([C:15]2[C:20]([F:21])=[CH:19][CH:18]=[CH:17][N:16]=2)[CH2:6][N:5]([C:7]([O:9][C:10]([CH3:13])([CH3:12])[CH3:11])=[O:8])[CH2:4]1)#[N:2] |f:2.3,5.6.7|. Isolated yield 35.1%. Yields the product C(#N)C1(CN(C1)C(=O)OC(C)(C)C)C1=NC=CC=C1F (Tert-butyl 3-cyano-3-(3-fluoropyridin-2-yl)azetidine-1-carboxylate). Procedure: To a stirred suspension of tert-butyl 3-cyanoazetidine-1-carboxylate (5 g; 27.43 mmol) and 2-chloro-3-fluoropyridine (5.05 g; 38.41 mmol) in toluene (100 ml) cooled in an acetone/ice bath under an atmosphere of N2, was added a solution of potassium bis(trimethylsilyl)amide (0.5M solution in toluene; 71.34 ml; 35.67 mmol) over 30 minutes keeping the internal temperature below −10° C. The reaction mixture was allowed to warm to ambient temperature, then stirred an additional 2 hours. The reaction ... Solvent: [Cl-].[Na+].O (brine), C1(=CC=CC=C1)C (toluene). Starting materials: C(#N)C1CN(C1)C(=O)OC(C)(C)C (tert-butyl 3-cyanoazetidine-1-carboxylate), ClC1=NC=CC=C1F (2-chloro-3-fluoropyridine), C[Si](C)(C)[N-][Si](C)(C)C.[K+] (potassium bis(trimethylsilyl)amide). Run at time 2 hour. The reactants are CO, CN=C(NN)N1CCN(C=O)CC1, Cl. Yields the product CN=C(NN)N1CCNCC1. RXN SMILES: [CH3:15][OH:16].[CH:2](=[O:3])[N:4]1[CH2:5][CH2:6][N:7]([C:10](=[N:11][CH3:12])[NH:13][NH2:14])[CH2:8][CH2:9]1.[ClH:1]>>[NH:4]1[CH2:5][CH2:6][N:7]([C:10](=[N:11][CH3:12])[NH:13][NH2:14])[CH2:8][CH2:9]1. Procedure details: To the suspension of ethyl N-(4-chlorophenyl)-glycinate (10.4 g) in ethanol (4 ml) the solution of NaOH (4 g) in water (40 ml) was added. Upon heating a clear solution is formed, which is refuxed for 0.5 h. The solution is decolorized with activated carbon and filtered while hot. The filtrate is cooled in an ice bath and conc. HCl (5 ml) is added dropwise with stirring (pH 1-2). The precipitate formed is collected by suction filtration and washed with water. After drying in vacuo N-(4-chlorophen... RXN SMILES: [Cl:1][C:2]1[CH:7]=[CH:6][C:5]([NH:8][CH2:9][C:10]([O:12]CC)=[O:11])=[CH:4][CH:3]=1.[OH-].[Na+]>C(O)C.O>[Cl:1][C:2]1[CH:3]=[CH:4][C:5]([NH:8][CH2:9][C:10]([OH:12])=[O:11])=[CH:6][CH:7]=1 |f:1.2|. Run in C(C)O (ethanol), O (water). The product is ClC1=CC=C(C=C1)NCC(=O)O (N-(4-Chlorophenyl)glycine). Conditions: time 0.5 hour. Reactants: ClC1=CC=C(C=C1)NCC(=O)OCC (ethyl N-(4-chlorophenyl)-glycinate), [OH-].[Na+] (NaOH). The reactants are C=CCc1c2c(cc(O)c1C(C)=O)CCCCC2, CCO, [H][H]. Yields the product CCCc1c2c(cc(O)c1C(C)=O)CCCCC2. As a reaction SMILES: [C:1]([CH3:2])(=[O:3])[c:4]1[c:5]([OH:18])[cH:6][c:7]2[c:8]([c:14]1[CH2:15][CH:16]=[CH2:17])[CH2:9][CH2:10][CH2:11][CH2:12][CH2:13]2.[CH3:21][CH2:22][OH:23].[H:19][H:20]>>[C:1]([CH3:2])(=[O:3])[c:4]1[c:5]([OH:18])[cH:6][c:7]2[c:8]([c:14]1[CH2:15][CH2:16][CH3:17])[CH2:9][CH2:10][CH2:11][CH2:12][CH2:13]2.